From a dataset of the Open Reaction Database (ORD), a public repository of structured organic reaction records. describe an organic reaction: reactants, conditions, products, and yield Reactants: ClC1=NC=C(C=C1)OC (2-chloro-5-methoxy-pyridine), C(C)N(C(=O)C1=C(C=CC=C1)B(O)O)CC (2-(diethylcarbamoyl)benzeneboronic acid), C(CC(O)(C(=O)O)CC(=O)O)(=O)O (citric acid), P(=O)([O-])([O-])[O-].[K+].[K+].[K+] (tripotassium phosphate). Solvent: C1(=CC=CC=C1)C (toluene), C(C)(=O)OCC (ethyl acetate), O (water), O (water). Conditions: temperature 80 celsius, time 2 hour. The product is C(C)N(C(C1=C(C=CC=C1)C1=NC=C(C=C1)OC)=O)CC (2-(5-methoxy-pyridin-2-yl)-benzoic acid diethylamide). Isolated yield 28.2%. As a reaction SMILES: P([O-])([O-])([O-])=O.[K+].[K+].[K+].Cl[C:10]1[CH:15]=[CH:14][C:13]([O:16][CH3:17])=[CH:12][N:11]=1.[CH2:18]([N:20]([CH2:32][CH3:33])[C:21]([C:23]1[CH:28]=[CH:27][CH:26]=[CH:25][C:24]=1B(O)O)=[O:22])[CH3:19].C(O)(=O)CC(CC(O)=O)(C(O)=O)O>C(OCC)(=O)C.O.C1(C)C=CC=CC=1>[CH2:32]([N:20]([CH2:18][CH3:19])[C:21](=[O:22])[C:23]1[CH:28]=[CH:27][CH:26]=[CH:25][C:24]=1[C:10]1[CH:15]=[CH:14][C:13]([O:16][CH3:17])=[CH:12][N:11]=1)[CH3:33] |f:0.1.2.3|. Reported procedure: Under an argon atmosphere, a mixture of tripotassium phosphate (6.24 g) and water (15 ml) was added to a mixture of 2-chloro-5-methoxy-pyridine (2.05 g), 2-(diethylcarbamoyl)benzeneboronic acid (4.65 g), 1,1′-bis(diphenylphosphino)ferrocene-palladium(II) dichloride-dichloromethane complex (0.584 g) and toluene (30 ml), and the mixture was stirred at 80° C. for 2 hr. The reaction mixture was cooled to room temperature, water (20 ml), citric acid (2.2 g) and ethyl acetate were added and the mixtur...